Dataset: the Open Reaction Database (ORD), a public repository of structured organic reaction records. Task: describe an organic reaction: reactants, conditions, products, and yield Reactants: N,N′-carbonyldiimidazole, CN(C=1C=C(C(=O)O)C=CC1[N+](=O)[O-])CC1=C(C=C(C=C1)Cl)Cl (3-(N-methyl-2,4-dichlorobenzylamino)-4-nitrobenzoic acid), C(CCCC)S(=O)(=O)N (1-Pentanesulfonamide), N12CCCCCC2=NCCC1 (1,8-diazabicyclo[5.4.0]undec-7-ene). Run in CN(C=O)C (N,N-dimethylformamide). Yields the product C(CCCC)S(=O)(=O)NC(C1=CC(=C(C=C1)[N+](=O)[O-])N(C)CC1=C(C=C(C=C1)Cl)Cl)=O (N-(n-pentanesulfonyl)-3-(N-methy-2,4-dichlorobenzylamino)-4-nitrobenzamide). Isolated yield 51.8%. RXN SMILES: [CH3:1][N:2]([CH2:15][C:16]1[CH:21]=[CH:20][C:19]([Cl:22])=[CH:18][C:17]=1[Cl:23])[C:3]1[CH:4]=[C:5]([CH:9]=[CH:10][C:11]=1[N+:12]([O-:14])=[O:13])[C:6]([OH:8])=O.[CH2:24]([S:29]([NH2:32])(=[O:31])=[O:30])[CH2:25][CH2:26][CH2:27][CH3:28].N12CCCN=C1CCCCC2>CN(C)C=O>[CH2:24]([S:29]([NH:32][C:6](=[O:8])[C:5]1[CH:9]=[CH:10][C:11]([N+:12]([O-:14])=[O:13])=[C:3]([N:2]([CH2:15][C:16]2[CH:21]=[CH:20][C:19]([Cl:22])=[CH:18][C:17]=2[Cl:23])[CH3:1])[CH:4]=1)(=[O:31])=[O:30])[CH2:25][CH2:26][CH2:27][CH3:28]. Run at time 1 hour. Procedure details: N,N′-carbonyldiimidazole (0.776 g) was added to a mixture of 0.85 g of 3-(N-methyl-2,4-dichlorobenzylamino)-4-nitrobenzoic acid and 10 ml N,N-dimethylformamide at room temperature, and the mixture was stirred for 1 hour. 1-Pentanesulfonamide (0.724 g) and 1,8-diazabicyclo[5.4.0]undec-7-ene (0.729 g) were then added thereto, and the resulting mixture was stirred at 100° C. for 21 hours. The mixture was concentrated, and the resulting residue was dissolved in ethyl acetate. The organic layer was w...